The task is: describe an organic reaction: reactants, conditions, products, and yield. This data is from the Open Reaction Database (ORD), a public repository of structured organic reaction records. The reactants are CC1=C(C(=O)NCCC2=CC=C(C=C2)C2=CC=C(C=C2)O)C=CC=C1 (4-[2-(2-methyl-benzamido)-ethyl]-4'-hydroxy-biphenyl), BrC(C(=O)OCC)(C)C (ethyl 2-bromo-2-methyl-propionate). The product is CC(C(=O)OCC)(C)OC1=CC=C(C=C1)C1=CC=C(C=C1)CCNC(C1=C(C=CC=C1)C)=O (Ethyl 2-Methyl-2-{4-[2-(2-methyl-benzamido)-ethyl]-biphenyl-4'-oxy}-propionate). Isolated yield 20.0%. RXN SMILES: [CH3:1][C:2]1[CH:25]=[CH:24][CH:23]=[CH:22][C:3]=1[C:4]([NH:6][CH2:7][CH2:8][C:9]1[CH:14]=[CH:13][C:12]([C:15]2[CH:20]=[CH:19][C:18]([OH:21])=[CH:17][CH:16]=2)=[CH:11][CH:10]=1)=[O:5].Br[C:27]([CH3:34])([CH3:33])[C:28]([O:30][CH2:31][CH3:32])=[O:29]>>[CH3:33][C:27]([O:21][C:18]1[CH:19]=[CH:20][C:15]([C:12]2[CH:13]=[CH:14][C:9]([CH2:8][CH2:7][NH:6][C:4](=[O:5])[C:3]3[CH:22]=[CH:23][CH:24]=[CH:25][C:2]=3[CH3:1])=[CH:10][CH:11]=2)=[CH:16][CH:17]=1)([CH3:34])[C:28]([O:30][CH2:31][CH3:32])=[O:29]. Procedure details: Ethyl 2-Methyl-2-{4-[2-(2-methyl-benzamido)-ethyl]-biphenyl-4'-oxy}-propionate was prepared from 4-[2-(2-methyl-benzamido)-ethyl]-4'-hydroxy-biphenyl and ethyl 2-bromo-2-methyl-propionate analogous to Example 1. Yield: 20% of theory; m.p. <20° C